From a dataset of the Open Reaction Database (ORD), a public repository of structured organic reaction records. describe an organic reaction: reactants, conditions, products, and yield Starting materials: NCC(=O)O (glycine), CO (methanol), CC(=O)CC (methylethylketone). Reagents/catalysts: [Pd] (Pd). The solvent is O (water). Yields the product C(C)(CC)NCC(=O)O (N-sec. Butyl Glycine). As a reaction SMILES: [NH2:1][CH2:2][C:3]([OH:5])=[O:4].CO.[CH3:8][C:9]([CH2:11][CH3:12])=O>[Pd].O>[CH:9]([NH:1][CH2:2][C:3]([OH:5])=[O:4])([CH2:11][CH3:12])[CH3:8]. Procedure details: 338 g of glycine (4.5 mols), 1.5 liters of methanol, 15 g of 10% Pd on C, wet with water, and 500 g of methylethylketone (6.93 mols) are charged into the autoclave. Starting materials: C(CC)C1=NC=2C(=NC(=CC2)NC(C(C)C)=O)N1CC1=CC=C(C=C1)OC(C1=CC=CC=C1)C(=O)OCC (2-n-propyl-5-(2-methylpropionylamino)-3-[4-[(α-ethoxycarbonyl)benzyloxy]benzyl]imidazo[4,5-b]pyridine), [OH-].[Na+] (sodium hydroxide). The solvent is C(C)O (ethanol). The product is C(CC)C1=NC=2C(=NC(=CC2)NC(C(C)C)=O)N1CC1=CC=C(C=C1)OC(C1=CC=CC=C1)C(=O)O (2-n-Propyl-5-(2-methyl-propionylamino)-3-[4-[(α-carboxy)benzyloxy]benzyl]imidazo[4,5-b]pyridine). Reaction SMILES: [CH2:1]([C:4]1[N:18]([CH2:19][C:20]2[CH:25]=[CH:24][C:23]([O:26][CH:27]([C:34]([O:36]CC)=[O:35])[C:28]3[CH:33]=[CH:32][CH:31]=[CH:30][CH:29]=3)=[CH:22][CH:21]=2)[C:7]2=[N:8][C:9]([NH:12][C:13](=[O:17])[CH:14]([CH3:16])[CH3:15])=[CH:10][CH:11]=[C:6]2[N:5]=1)[CH2:2][CH3:3].[OH-].[Na+]>C(O)C>[CH2:1]([C:4]1[N:18]([CH2:19][C:20]2[CH:21]=[CH:22][C:23]([O:26][CH:27]([C:34]([OH:36])=[O:35])[C:28]3[CH:33]=[CH:32][CH:31]=[CH:30][CH:29]=3)=[CH:24][CH:25]=2)[C:7]2=[N:8][C:9]([NH:12][C:13](=[O:17])[CH:14]([CH3:15])[CH3:16])=[CH:10][CH:11]=[C:6]2[N:5]=1)[CH2:2][CH3:3] |f:1.2|. Procedure: Prepared analogously to Example 1b from 2-n-propyl-5-(2-methylpropionylamino)-3-[4-[(α-ethoxycarbonyl)benzyloxy]benzyl]imidazo[4,5-b]pyridine and 1N sodium hydroxide solution in ethanol. The reactants are [Ag+], CCOC(C)=O, C=C(C)CC1(c2cc(Cc3ccc(CC)cc3)c(Cl)cc2O)OC(COCc2ccccc2)C(OCc2ccccc2)C(OCc2ccccc2)C1OCc1ccccc1, CC(Cl)Cl, O=S(=O)([O-])C(F)(F)F. The product is CCc1ccc(Cc2cc3c(cc2Cl)OC(C)(C)CC32OC(COCc3ccccc3)C(OCc3ccccc3)C(OCc3ccccc3)C2OCc2ccccc2)cc1. RXN SMILES: [Ag+:79].[CH3:61][CH2:62][O:63][C:64]([CH3:65])=[O:66].[Cl:1][c:2]1[c:3]([CH2:52][c:53]2[cH:54][cH:55][c:56]([CH2:59][CH3:60])[cH:57][cH:58]2)[cH:4][c:5]([C:9]2([CH2:48][C:49](=[CH2:50])[CH3:51])[O:10][CH:11]([CH2:39][O:40][CH2:41][c:42]3[cH:43][cH:44][cH:45][cH:46][cH:47]3)[CH:12]([O:31][CH2:32][c:33]3[cH:34][cH:35][cH:36][cH:37][cH:38]3)[CH:13]([O:23][CH2:24][c:25]3[cH:26][cH:27][cH:28][cH:29][cH:30]3)[CH:14]2[O:15][CH2:16][c:17]2[cH:18][cH:19][cH:20][cH:21][cH:22]2)[c:6]([OH:8])[cH:7]1.[Cl:67][CH:68]([Cl:69])[CH3:70].[S:71]([O-:72])([C:73]([F:74])([F:75])[F:76])(=[O:77])=[O:78]>>[Cl:1][c:2]1[c:3]([CH2:52][c:53]2[cH:54][cH:55][c:56]([CH2:59][CH3:60])[cH:57][cH:58]2)[cH:4][c:5]2[c:6]([cH:7]1)[O:8][C:49]([CH3:50])([CH3:51])[CH2:48][C:9]21[O:10][CH:11]([CH2:39][O:40][CH2:41][c:42]2[cH:43][cH:44][cH:45][cH:46][cH:47]2)[CH:12]([O:31][CH2:32][c:33]2[cH:34][cH:35][cH:36][cH:37][cH:38]2)[CH:13]([O:23][CH2:24][c:25]2[cH:26][cH:27][cH:28][cH:29][cH:30]2)[CH:14]1[O:15][CH2:16][c:17]1[cH:18][cH:19][cH:20][cH:21][cH:22]1. The reactants are C(C)(=O)C=1C=CC2=C(SC(=C2Br)Br)C1 (6-Acetyl-2,3-dibromobenzo[b]thiophene), MgO, Pd(OH2). Solvent: C(C)O (ethanol), C(C)(=O)OCC (ethyl acetate). Reaction conditions: time 3 hour. Product: C(C)(=O)C=1C=CC2=C(SC=C2)C1 (6-acetylbenzo[b]thiophene). Isolated yield 107.8%. As a reaction SMILES: [C:1]([C:4]1[CH:5]=[CH:6][C:7]2[C:11](Br)=[C:10](Br)[S:9][C:8]=2[CH:14]=1)(=[O:3])[CH3:2]>C(O)C.C(OCC)(=O)C>[C:1]([C:4]1[CH:5]=[CH:6][C:7]2[CH:11]=[CH:10][S:9][C:8]=2[CH:14]=1)(=[O:3])[CH3:2]. Procedure details: 6-Acetyl-2,3-dibromobenzo[b]thiophene (6.68 g, 20 mmole) was dissolved in a mixture of ethanol and ethyl acetate (100 ml each) and MgO (1.6 g) and (20% Pd(OH2)/C (800 mg) were added under a N2 atmosphere. Hydrogenolysis was carried out at 40 psi of H2 at room temperature for 3 hours. The catalyst was removed by filtration and the solvent was removed in vacuo. The residue was partitioned between CHCl3 (100 ml) and H2O (50 ml). The CHCl3 layer was washed with H2O (50 ml). The aqueous layers were c... Starting materials: Cc1cc(C)c(Br)c(C)n1, O=C(OOC(=O)c1ccccc1)c1ccccc1, ClC(Cl)(Cl)Cl, O=C1CCC(=O)N1Br. Yields the product Cc1cc(CBr)nc(C)c1Br. Reaction SMILES: [Br:1][c:2]1[c:3]([CH3:10])[n:4][c:5]([CH3:9])[cH:6][c:7]1[CH3:8].[C:19]([O:20][O:21][C:22](=[O:23])[c:24]1[cH:25][cH:26][cH:27][cH:28][cH:29]1)(=[O:30])[c:31]1[cH:32][cH:33][cH:34][cH:35][cH:36]1.[C:37]([Cl:38])([Cl:39])([Cl:40])[Cl:41].[O:11]=[C:12]1[N:13]([Br:18])[C:14](=[O:15])[CH2:16][CH2:17]1>>[Br:1][c:2]1[c:3]([CH3:10])[n:4][c:5]([CH2:9][Br:18])[cH:6][c:7]1[CH3:8].